This data is from the Open Reaction Database (ORD), a public repository of structured organic reaction records. The task is: describe an organic reaction: reactants, conditions, products, and yield Starting materials: Cl, O=N[O-], CCOC(=O)c1cc(-c2ccc(OCOC(C)OC)cc2)nc(N)c1C(=O)OCC, [Na+], [Na+], C1COCCO1, O, O=C([O-])O. Yields the product CCOC(=O)c1cc(-c2ccc(OCOC(C)OC)cc2)[nH]c(=O)c1C(=O)OCC. Reaction SMILES: [ClH:40].[N:31](=[O:32])[O-:33].[NH2:1][c:2]1[n:3][c:4](-[c:18]2[cH:19][cH:20][c:21]([O:24][CH2:25][O:26][CH:27]([CH3:28])[O:29][CH3:30])[cH:22][cH:23]2)[cH:5][c:6]([C:13](=[O:14])[O:15][CH2:16][CH3:17])[c:7]1[C:8](=[O:9])[O:10][CH2:11][CH3:12].[Na+:34].[Na+:35].[O:41]1[CH2:42][CH2:43][O:44][CH2:45][CH2:46]1.[OH2:47].[OH:36][C:37](=[O:38])[O-:39]>>[c:2]1(=[O:32])[nH:3][c:4](-[c:18]2[cH:19][cH:20][c:21]([O:24][CH2:25][O:26][CH:27]([CH3:28])[O:29][CH3:30])[cH:22][cH:23]2)[cH:5][c:6]([C:13](=[O:14])[O:15][CH2:16][CH3:17])[c:7]1[C:8](=[O:9])[O:10][CH2:11][CH3:12]. The reactants are Cl.CC1=C(N=CN1)CCl (5-methyl-4-chloromethyl-imidazole hydrochloride), NC(=S)N (thiourea). Run in CC(=O)C (acetone). The product is CC=1N=C(NC1C)SC(N)=N (S-(4-methyl-5-methylimidazolyl)-isothiourea). RXN SMILES: Cl.[CH3:2][C:3]1[NH:7][CH:6]=[N:5][C:4]=1[CH2:8]Cl.[NH2:10][C:11]([NH2:13])=[S:12]>CC(C)=O>[CH3:2][C:3]1[N:7]=[C:6]([S:12][C:11](=[NH:10])[NH2:13])[NH:5][C:4]=1[CH3:8] |f:0.1|. Procedure details: 5-methyl-4-chloromethyl-imidazole hydrochloride (1.70 g, 0.1 mole) and thiourea (0.84 g, 0.11 mole) were reflucted for 6 hours in acetone (200 ml), giving S-(4-methyl-5-methylimidazolyl)-isothiourea. The solvent was evaporated and a saturated aqueous solution of potassium carbonate (50 ml) was added to the residue. After stirring for 30 minutes at 70° C. and evaporating the water, isopropanol (100 ml) was added and hydrogen chloride was passed into the solution to reach the pH of 1. The inorgani... Starting materials: COC(=O)c1cc2c([nH]1)CCC2Cc1ccc(Br)cc1, C1CCOC1, CO, [Li+], [OH-]. Yields the product O=C(O)c1cc2c([nH]1)CCC2Cc1ccc(Br)cc1. RXN SMILES: [Br:1][c:2]1[cH:3][cH:4][c:5]([CH2:6][CH:7]2[CH2:8][CH2:9][c:10]3[nH:11][c:12]([C:15](=[O:16])[O:17][CH3:18])[cH:13][c:14]32)[cH:19][cH:20]1.[CH2:25]1[O:26][CH2:27][CH2:28][CH2:29]1.[CH3:23][OH:24].[Li+:21].[OH-:22]>>[Br:1][c:2]1[cH:3][cH:4][c:5]([CH2:6][CH:7]2[CH2:8][CH2:9][c:10]3[nH:11][c:12]([C:15](=[O:16])[OH:17])[cH:13][c:14]32)[cH:19][cH:20]1. Starting materials: CO, CC1(C)C2CCC1(CS(=O)(=O)O)C(=O)C2, O=C(C=Cc1cccc(-c2nc3ccccc3[nH]2)c1)NOC1CCCCO1. Product: O=C(C=Cc1cccc(-c2nc3ccccc3[nH]2)c1)NO. Reaction SMILES: [CH3:43][OH:44].[O:28]=[S:29](=[O:30])([OH:31])[CH2:32][C:33]12[CH2:34][CH2:35][CH:36]([C:37]1([CH3:38])[CH3:39])[CH2:40][C:41]2=[O:42].[nH:1]1[c:2](-[c:10]2[cH:11][c:12]([CH:16]=[CH:17][C:18](=[O:19])[NH:20][O:21][CH:22]3[CH2:23][CH2:24][CH2:25][CH2:26][O:27]3)[cH:13][cH:14][cH:15]2)[n:3][c:4]2[c:5]1[cH:6][cH:7][cH:8][cH:9]2>>[nH:1]1[c:2](-[c:10]2[cH:11][c:12]([CH:16]=[CH:17][C:18](=[O:19])[NH:20][OH:21])[cH:13][cH:14][cH:15]2)[n:3][c:4]2[c:5]1[cH:6][cH:7][cH:8][cH:9]2. Starting materials: C(C=C)OC1=C(C(C(=O)OC)=CC=C1)C(=O)OC (dimethyl 3-allyloxy-phthalate), aqueous solution, [OH-].[Na+] (sodium hydroxide), Cl (hydrochloric acid). Yields the product C(C=C)OC1=C(C(C(=O)O)=CC=C1)C(=O)O (3-allyloxy-phthalic acid). RXN SMILES: [CH2:1]([O:4][C:5]1[CH:14]=[CH:13][CH:12]=[C:7]([C:8]([O:10]C)=[O:9])[C:6]=1[C:15]([O:17]C)=[O:16])[CH:2]=[CH2:3].[OH-].[Na+].Cl>>[CH2:1]([O:4][C:5]1[CH:14]=[CH:13][CH:12]=[C:7]([C:8]([OH:10])=[O:9])[C:6]=1[C:15]([OH:17])=[O:16])[CH:2]=[CH2:3] |f:1.2|. Procedure details: A mixture of 68.5 g of dimethyl 3-allyloxy-phthalate and 154 ml of a 5 N aqueous solution of sodium hydroxide is heated to the reflux temperature for 3 hours, whilst stirring, and then cooled to a temperature of +10°. 129 ml of 6 N hydrochloric acid are added in portions to the clear reaction solution and during the addition the temperature is not allowed to rise above 20°. After standing for several hours at 0°, the crystalline precipitate is filtered off and washed with a little ice water. Aft... Starting materials: [H-].[Na+] (sodium hydride), [N+](=O)([O-])C1=CC=CC=2NC3=CC=CC=C3C(C12)=O (1-nitro-9-acridanone), CI (methyl iodide). Run in CN(C=O)C (dimethylformamide). Run at time 4 hour. The product is CN1C=2C=CC=C(C2C(C2=CC=CC=C12)=O)[N+](=O)[O-] (10-methyl-1-nitro-9-acridanone). As a reaction SMILES: [N+:1]([C:4]1[C:17]2[C:16](=[O:18])[C:15]3[C:10](=[CH:11][CH:12]=[CH:13][CH:14]=3)[NH:9][C:8]=2[CH:7]=[CH:6][CH:5]=1)([O-:3])=[O:2].[H-].[Na+].[CH3:21]I>CN(C)C=O>[CH3:21][N:9]1[C:10]2[C:15](=[CH:14][CH:13]=[CH:12][CH:11]=2)[C:16](=[O:18])[C:17]2[C:4]([N+:1]([O-:3])=[O:2])=[CH:5][CH:6]=[CH:7][C:8]1=2 |f:1.2|. Reported procedure: 4.8 g of 1-nitro-9-acridanone are dissolved in 200 ml of dimethylformamide and treated with 0.5 g of sodium hydride. The deep red solution is treated with 2.5 ml of methyl iodide and stirred at room temperature for 4 hours. The yellow precipitate obtained is filtered and washed successively with dimethylformamide, water, ethanol and ether. There is obtained 10-methyl-1-nitro-9-acridanone of melting point 308°-309°.